This data is from the Open Reaction Database (ORD), a public repository of structured organic reaction records. The task is: describe an organic reaction: reactants, conditions, products, and yield Reactants: O=C([O-])[O-], CC1CN(S(N)(=O)=O)C(C)CN1, CC(C)c1cc(C(C)C)c(-c2ccccc2P(C2CCCCC2)C2CCCCC2)c(C(C)C)c1, COc1cc(Cl)nc(SCc2cccc(F)c2F)n1, [Cs+], [Cs+], O=C(C=Cc1ccccc1)C=Cc1ccccc1, C1COCCO1, O=C(C=Cc1ccccc1)C=Cc1ccccc1, O=C(C=Cc1ccccc1)C=Cc1ccccc1, [Pd], [Pd]. Product: COc1cc(NS(=O)(=O)N2CC(C)NCC2C)nc(SCc2cccc(F)c2F)n1. As a reaction SMILES: [C:47](=[O:48])([O-:49])[O-:50].[CH3:1][CH:2]1[N:3]([S:9](=[O:10])(=[O:11])[NH2:12])[CH2:4][CH:5]([CH3:8])[NH:6][CH2:7]1.[CH:13]1([P:14]([CH:15]2[CH2:16][CH2:17][CH2:18][CH2:19][CH2:20]2)[c:21]2[cH:22][cH:23][cH:24][cH:25][c:26]2-[c:27]2[c:28]([CH:29]([CH3:30])[CH3:31])[cH:32][c:33]([CH:34]([CH3:35])[CH3:36])[cH:37][c:38]2[CH:39]([CH3:40])[CH3:41])[CH2:42][CH2:43][CH2:44][CH2:45][CH2:46]1.[Cl:53][c:54]1[n:55][c:56]([S:62][CH2:63][c:64]2[c:65]([F:71])[c:66]([F:70])[cH:67][cH:68][cH:69]2)[n:57][c:58]([O:60][CH3:61])[cH:59]1.[Cs+:51].[Cs+:52].[O:116]=[C:117]([CH:118]=[CH:119][c:120]1[cH:121][cH:122][cH:123][cH:124][cH:125]1)[CH:126]=[CH:127][c:128]1[cH:129][cH:130][cH:131][cH:132][cH:133]1.[O:72]1[CH2:73][CH2:74][O:75][CH2:76][CH2:77]1.[O:80]=[C:81]([CH:82]=[CH:83][c:84]1[cH:85][cH:86][cH:87][cH:88][cH:89]1)[CH:90]=[CH:91][c:92]1[cH:93][cH:94][cH:95][cH:96][cH:97]1.[O:98]=[C:99]([CH:100]=[CH:101][c:102]1[cH:103][cH:104][cH:105][cH:106][cH:107]1)[CH:108]=[CH:109][c:110]1[cH:111][cH:112][cH:113][cH:114][cH:115]1.[Pd:78].[Pd:79]>>[CH3:1][CH:2]1[N:3]([S:9](=[O:10])(=[O:11])[NH:12][c:54]2[n:55][c:56]([S:62][CH2:63][c:64]3[c:65]([F:71])[c:66]([F:70])[cH:67][cH:68][cH:69]3)[n:57][c:58]([O:60][CH3:61])[cH:59]2)[CH2:4][CH:5]([CH3:8])[NH:6][CH2:7]1.